From a dataset of the Open Reaction Database (ORD), a public repository of structured organic reaction records. describe an organic reaction: reactants, conditions, products, and yield The reactants are CN1CCCC1=O, CC(C)N(C(=O)CCl)c1ccc(F)cc1, [Na+], [Na+], O=C([O-])[O-], O. RXN SMILES: [CH3:23][N:24]1[CH2:25][CH2:26][CH2:27][C:28]1=[O:29].[Cl:1][CH2:2][C:3](=[O:4])[N:5]([c:6]1[cH:7][cH:8][c:9]([F:12])[cH:10][cH:11]1)[CH:13]([CH3:14])[CH3:15].[Na+:16].[Na+:17].[O-:18][C:19](=[O:20])[O-:21].[OH2:22]>>[CH2:2]([C:3](=[O:4])[N:5]([c:6]1[cH:7][cH:8][c:9]([F:12])[cH:10][cH:11]1)[CH:13]([CH3:14])[CH3:15])[OH:18]. Yields the product CC(C)N(C(=O)CO)c1ccc(F)cc1. The reactants are O=C(Cl)c1ccccc1, CCN(C(C)C)C(C)C, Nc1ccc(C(CC2CCCC2)C(=O)O)cc1, C1CCOC1. Yields the product O=C(Nc1ccc(C(CC2CCCC2)C(=O)O)cc1)c1ccccc1. As a reaction SMILES: [C:27]([c:28]1[cH:29][cH:30][cH:31][cH:32][cH:33]1)(=[O:34])[Cl:35].[CH:18]([N:19]([CH2:20][CH3:21])[CH:22]([CH3:23])[CH3:24])([CH3:25])[CH3:26].[NH2:1][c:2]1[cH:3][cH:4][c:5]([CH:8]([C:9](=[O:10])[OH:11])[CH2:12][CH:13]2[CH2:14][CH2:15][CH2:16][CH2:17]2)[cH:6][cH:7]1.[O:36]1[CH2:37][CH2:38][CH2:39][CH2:40]1>>[NH:1]([c:2]1[cH:3][cH:4][c:5]([CH:8]([C:9](=[O:10])[OH:11])[CH2:12][CH:13]2[CH2:14][CH2:15][CH2:16][CH2:17]2)[cH:6][cH:7]1)[C:27]([c:28]1[cH:29][cH:30][cH:31][cH:32][cH:33]1)=[O:34]. Starting materials: OCC(C(=O)OC)(C)C (methyl 3-hydroxy-2,2-dimethylpropanoate), CN (methylamine). Product: OCC(C(=O)NC)(C)C (3-hydroxy-N,2,2-trimethylpropanamide). The yield is 51.0%. Reaction SMILES: [OH:1][CH2:2][C:3]([CH3:9])([CH3:8])[C:4](OC)=[O:5].[CH3:10][NH2:11]>>[OH:1][CH2:2][C:3]([CH3:9])([CH3:8])[C:4]([NH:11][CH3:10])=[O:5]. Procedure details: Prepared as in Example 215d from methyl 3-hydroxy-2,2-dimethylpropanoate and methylamine in 51% yield. MS 132 (MH+). Starting materials: CCOCCO, COc1cc2cc3c(Cl)c(C#N)cnc3cc2cc1OCCN1CCOCC1, Cn1ccnc1Sc1ccc(N)cc1Cl, Cl, c1ccncc1. The product is COc1cc2cc3c(Nc4ccc(Sc5nccn5C)c(Cl)c4)c(C#N)cnc3cc2cc1OCCN1CCOCC1. Reaction SMILES: [CH3:51][CH2:52][O:53][CH2:54][CH2:55][OH:56].[Cl:1][c:2]1[c:3]([C:27]#[N:28])[cH:4][n:5][c:6]2[cH:7][c:8]3[c:9]([cH:10][c:11]12)[cH:12][c:13]([O:25][CH3:26])[c:14]([O:16][CH2:17][CH2:18][N:19]1[CH2:20][CH2:21][O:22][CH2:23][CH2:24]1)[cH:15]3.[Cl:29][c:30]1[cH:31][c:32]([NH2:43])[cH:33][cH:34][c:35]1[S:36][c:37]1[n:38]([CH3:42])[cH:39][cH:40][n:41]1.[ClH:44].[n:45]1[cH:46][cH:47][cH:48][cH:49][cH:50]1>>[c:2]1([NH:43][c:32]2[cH:31][c:30]([Cl:29])[c:35]([S:36][c:37]3[n:38]([CH3:42])[cH:39][cH:40][n:41]3)[cH:34][cH:33]2)[c:3]([C:27]#[N:28])[cH:4][n:5][c:6]2[cH:7][c:8]3[c:9]([cH:10][c:11]12)[cH:12][c:13]([O:25][CH3:26])[c:14]([O:16][CH2:17][CH2:18][N:19]1[CH2:20][CH2:21][O:22][CH2:23][CH2:24]1)[cH:15]3.